The task is: describe an organic reaction: reactants, conditions, products, and yield. This data is from the Open Reaction Database (ORD), a public repository of structured organic reaction records. The reactants are ClC(Cl)Cl, Cn1cccc1C(=O)NCCO, O=S(Cl)Cl, c1ccncc1. Product: Cn1cccc1C(=O)NCCCl. As a reaction SMILES: [Cl:13][CH:14]([Cl:15])[Cl:16].[OH:1][CH2:2][CH2:3][NH:4][C:5](=[O:6])[c:7]1[n:8]([CH3:12])[cH:9][cH:10][cH:11]1.[S:17]([Cl:18])([Cl:19])=[O:20].[cH:21]1[cH:22][cH:23][n:24][cH:25][cH:26]1>>[CH2:2]([CH2:3][NH:4][C:5](=[O:6])[c:7]1[n:8]([CH3:12])[cH:9][cH:10][cH:11]1)[Cl:13]. Reactants: N12CCCCCC2=NCCC1 (1,8-Diazabicyclo[5.4.0]undec-7-ene), S(=O)(=O)(C1=CC=C(C)C=C1)C[N+]#[C-] (tosylmethyl isocyanide), O1C(C=CCC1)=O (5,6-dihydro-2H-pyran-2-one). Run in O1CCCC1 (tetrahydrofuran). Run at time 15 minute. The product is C1=C2C(=CN1)C(OCC2)=O (6,7-dihydro-2H-pyrano[3,4-c]pyrrol-4-one). As a reaction SMILES: [N:1]12CCCN=[C:7]1CCCC[CH2:2]2.S(C[N+]#[C-])(C1C=CC(C)=CC=1)(=O)=O.[O:25]1[CH2:30][CH2:29][CH:28]=[CH:27][C:26]1=[O:31]>O1CCCC1>[CH:2]1[NH:1][CH:7]=[C:27]2[C:26](=[O:31])[O:25][CH2:30][CH2:29][C:28]=12. Reported procedure: 1,8-Diazabicyclo[5.4.0]undec-7-ene (DBU, 8.39 mL, 56.1 mmol) was added to a stirred mixture of tosylmethyl isocyanide (10.95 g, 56.1 mmol) in tetrahydrofuran (THF, 56 mL) at 0° C. After 15 minutes, to the mixture was added 5,6-dihydro-2H-pyran-2-one (5 g, 51 mmol). The mixture was then stirred at room temperature for 2 hours. The reaction was quenched with brine and extracted with THF several times. The combined extracts were dried (sodium sulfate), filter and concentrated to give 6,7-dihydro-2H...